Dataset: the Open Reaction Database (ORD), a public repository of structured organic reaction records. Task: describe an organic reaction: reactants, conditions, products, and yield Reactants: CON(C(C1=CN=CC(=C1)C#CC1=CC=CC=C1)=O)C (N-methoxy-N-methyl-5-phenylethynylnicotinamide), CO (methanol), solution, [H-].C(C(C)C)[Al+]CC(C)C (diisobutylaluminum hydride), saturated aqueous solution, [C@@H]([C@H](C(=O)[O-])O)(C(=O)[O-])O.[Na+].[K+] (Rochelle salt). Solvent: C1(=CC=CC=C1)C (toluene), C1(=CC=CC=C1)C (toluene). Run at temperature -78 celsius, time 30 minute. Yields the product C1(=CC=CC=C1)C#CC=1C=C(C=NC1)C=O (5-Phenylethynylpyridine-3-carbaldehyde). Isolated yield 77.1%. Reaction SMILES: CON(C)[C:4](=[O:19])[C:5]1[CH:10]=[C:9]([C:11]#[C:12][C:13]2[CH:18]=[CH:17][CH:16]=[CH:15][CH:14]=2)[CH:8]=[N:7][CH:6]=1.[H-].C([Al+]CC(C)C)C(C)C.CO.[C@H](O)(C([O-])=O)[C@@H](O)C([O-])=O.[Na+].[K+]>C1(C)C=CC=CC=1>[C:13]1([C:12]#[C:11][C:9]2[CH:10]=[C:5]([CH:4]=[O:19])[CH:6]=[N:7][CH:8]=2)[CH:18]=[CH:17][CH:16]=[CH:15][CH:14]=1 |f:1.2,4.5.6|. Procedure details: Charge an oven dried round bottom flask under nitrogen with a solution of N-methoxy-N-methyl-5-phenylethynylnicotinamide (2.00 g, 7.51 mmol), (prepared essentially as described in PREPARATION 2), in anhydrous toluene (20 mL) and cool to −78° C. Add a 1 M solution of diisobutylaluminum hydride in toluene (18 mL, 18 mmol) dropwise over 30 min and stir for an additional 30 min. Rapidly add methanol (15 mL) and warm to room temperature. Pour the reaction mixture into 100 mL of a saturated aqueous so... Reactants: O1C(=NC2=C1C=1C=CC=NC1CC2)N (4,5-dihydrooxazolo[5,4-f]quinolin-2-amine), ICCC (1-iodopropane). Solvent: C(C)#N (acetonitrile). Run at time 2 hour. The product is C(CC)N1CCC=C2C3=C(CCC12)N=C(O3)N ((±) 4,5,5a,6,7,8-hexahydro-6-propyloxazolo [5,4-f]quinolin-2-amine). As a reaction SMILES: [O:1]1[C:5]2[C:6]3[CH:7]=[CH:8][CH:9]=[N:10][C:11]=3[CH2:12][CH2:13][C:4]=2[N:3]=[C:2]1[NH2:14].I[CH2:16][CH2:17][CH3:18]>C(#N)C>[CH2:16]([N:10]1[CH:11]2[C:6]([C:5]3[O:1][C:2]([NH2:14])=[N:3][C:4]=3[CH2:13][CH2:12]2)=[CH:7][CH2:8][CH2:9]1)[CH2:17][CH3:18]. Procedure details: A solution of 4,5-dihydrooxazolo[5,4-f]quinolin-2-amine, 5.0 g (26.7 mmol), (Example 27), in 200 ml of acetonitrile is refluxed with 1-iodopropane, 10.2 g (60 mmol), for 24 hours. The volatiles are then removed in-vacuo and the resulting solid is washed with diethyl ether and dried. The resulting 2-amino-4,5-dihydrooxazolo[5,4-f]quinolinium iodide is dissolved in 150 ml of water and treated with sodium borohydride, 1.7 g (50 mmol), in small portions. The mixture is stirred at room temperature fo... Starting materials: C(CCO)O (1,3-propanediol), C1=CC=CC=C1 (benzene), C(C(C)C)(=O)O (isobutyric acid), O.C1(=CC=C(C=C1)S(=O)(=O)O)C (p-toluenesulfonic acid monohydrate). Solvent: O (water). Conditions: temperature 10 celsius. The product is CC(C(=O)OCCOC(C(C)C)=O)C (1,2-Bis(2-methylpropanoyloxy)-ethane). Yield: 850.4%. Reaction SMILES: C(O)[CH2:2][CH2:3][OH:4].C1C=CC=CC=1.[C:12]([OH:17])(=[O:16])[CH:13]([CH3:15])[CH3:14].[OH2:18].[C:19]1([CH3:29])[CH:24]=CC(S(O)(=O)=O)=C[CH:20]=1>O>[CH3:14][CH:13]([CH3:15])[C:12]([O:17][CH2:2][CH2:3][O:4][C:24](=[O:18])[CH:19]([CH3:20])[CH3:29])=[O:16] |f:3.4|. Procedure: A mixture of 28.0 ml (31.0 g, 0.5 mole) of ethylene glycol (VIII), 200 ml of benzene, 111.6 ml (105.8 g, 1.2 mole) of isobutyric acid and 9.5 g (0.05 mole) of p-toluenesulfonic acid monohydrate is stirred under reflux for 2.5 hours, while the water being formed is continuously separated by using a Dean-Stark apparatus. Then the mixture is cooled to about 10° C., extracted three times with 100 ml of ice-cold 1N aqueous sodium hydroxide solution, washed with water until neutral, dried over sodium ... The reactants are FC(C=1C=C(C=C(C1)C(F)(F)F)C1=NC(=C(N1C)C(=O)N1CCC(CC1)N1CCCC1)I)(F)F ([2-(3,5-bis-trifluoromethyl-phenyl)-5-iodo-3-methyl-3H-imidazol-4-yl]-(4-pyrrolidin-1-yl-piperidin-1-yl)-methanone), N1=CN=CC(=C1)B(O)O (pyrimidine-5-yl-boronic acid). Yields the product FC(C=1C=C(C=C(C1)C(F)(F)F)C1=NC(=C(N1C)C(=O)N1CCC(CC1)N1CCCC1)C=1C=NC=NC1)(F)F ([2-(3,5-Bis-trifluoromethyl-phenyl)-3-methyl-5-pyrimidin-5-yl-3H-imidazol-4-yl]-(4-pyrrolidin-1-yl-piperidin-1-yl)-methanone). Reaction SMILES: [F:1][C:2]([F:34])([F:33])[C:3]1[CH:4]=[C:5]([C:13]2[N:17]([CH3:18])[C:16]([C:19]([N:21]3[CH2:26][CH2:25][CH:24]([N:27]4[CH2:31][CH2:30][CH2:29][CH2:28]4)[CH2:23][CH2:22]3)=[O:20])=[C:15](I)[N:14]=2)[CH:6]=[C:7]([C:9]([F:12])([F:11])[F:10])[CH:8]=1.[N:35]1[CH:40]=[C:39](B(O)O)[CH:38]=[N:37][CH:36]=1>>[F:1][C:2]([F:34])([F:33])[C:3]1[CH:4]=[C:5]([C:13]2[N:17]([CH3:18])[C:16]([C:19]([N:21]3[CH2:26][CH2:25][CH:24]([N:27]4[CH2:31][CH2:30][CH2:29][CH2:28]4)[CH2:23][CH2:22]3)=[O:20])=[C:15]([C:39]3[CH:40]=[N:35][CH:36]=[N:37][CH:38]=3)[N:14]=2)[CH:6]=[C:7]([C:9]([F:12])([F:11])[F:10])[CH:8]=1. Procedure details: In analogy to the procedure described for example 7, [2-(3,5-bis-trifluoromethyl-phenyl)-5-iodo-3-methyl-3H-imidazol-4-yl]-(4-pyrrolidin-1-yl-piperidin-1-yl)-methanone (example 60) was reacted with pyrimidine-5-yl-boronic acid to give the title compound as yellow solid. MS: 553.1 (MH+). The reactants are Brc1ccccn1, Cc1cc(C)cc(O)c1, CN(C)C=O. The product is Cc1cc(C)cc(Oc2ccccn2)c1. Reaction SMILES: [Br:1][c:2]1[cH:3][cH:4][cH:5][cH:6][n:7]1.[CH3:8][c:9]1[cH:10][c:11]([CH3:12])[cH:13][c:14]([OH:15])[cH:16]1.[O:17]=[CH:18][N:19]([CH3:20])[CH3:21]>>[c:2]1([O:15][c:14]2[cH:13][c:11]([CH3:12])[cH:10][c:9]([CH3:8])[cH:16]2)[cH:3][cH:4][cH:5][cH:6][n:7]1. Starting materials: NC1=C(C=CC=C1)CO (2-amino-benzenemethanol), BrC=1C=C(C=O)C=CC1 (3-bromo-benzaldehyde). Solvent: CC(C)O (2-propanol). Run at time 3 hour. Product: BrC=1C=C(C=CC1)C1OCC2=C(N1)C=CC=C2 (2-(3-Bromo-phenyl)-1,4-dihydro-2H-benzo[d][1,3]oxazine). Yield: 6.5%. Reaction SMILES: [NH2:1][C:2]1[CH:7]=[CH:6][CH:5]=[CH:4][C:3]=1[CH2:8][OH:9].[Br:10][C:11]1[CH:12]=[C:13]([CH:16]=[CH:17][CH:18]=1)[CH:14]=O>CC(O)C>[Br:10][C:11]1[CH:12]=[C:13]([CH:14]2[NH:1][C:2]3[CH:7]=[CH:6][CH:5]=[CH:4][C:3]=3[CH2:8][O:9]2)[CH:16]=[CH:17][CH:18]=1. Reported procedure: A mixture of 2-amino-benzenemethanol (0.073 mol) and 3-bromo-benzaldehyde (0.073 mol) in 2-propanol (100 mL) was stirred for 3 hours at rt. The solvent was evaporated. Part (3 g) of the residue (20.5 g) was crystallized from hexane. The precipitate was filtered off and dried, yielding 1.37 g of the desired product. Starting materials: NCCc1ccc2c(c1)OCCO2, Cc1sc2nc(-c3ccncc3)nc(Cl)c2c1Cl. Product: Cc1sc2nc(-c3ccncc3)nc(NCCc3ccc4c(c3)OCCO4)c2c1Cl. As a reaction SMILES: [CH2:1]1[O:2][c:3]2[cH:4][c:5]([CH2:6][CH2:7][NH2:8])[cH:9][cH:10][c:11]2[O:12][CH2:13]1.[Cl:14][c:15]1[c:16]2[c:17]([n:18][c:19](-[c:21]3[cH:22][cH:23][n:24][cH:25][cH:26]3)[n:20]1)[s:27][c:28]([CH3:31])[c:29]2[Cl:30]>>[CH2:1]1[O:2][c:3]2[cH:4][c:5]([CH2:6][CH2:7][NH:8][c:15]3[c:16]4[c:17]([n:18][c:19](-[c:21]5[cH:22][cH:23][n:24][cH:25][cH:26]5)[n:20]3)[s:27][c:28]([CH3:31])[c:29]4[Cl:30])[cH:9][cH:10][c:11]2[O:12][CH2:13]1. The reactants are BrC=1C=C(C=C2CCC(OC12)CC)NS(=O)(=O)C (N-(8-bromo-2-ethyl-3,4-dihydro-2H-chromen-6-yl)methanesulfonamide), CN1C(C2=CC=CC=C2C(=C1)B1OC(C(O1)(C)C)(C)C)=O (2-methyl-4-(4,4,5,5-tetramethyl-1,3,2-dioxaborolan-2-yl)isoquinolin-1-one), C(=O)([O-])[O-].[K+].[K+] (K2CO3). The reagents and catalysts are C1=CC=C(C=C1)P([C-]2C=CC=C2)C3=CC=CC=C3.C1=CC=C(C=C1)P([C-]2C=CC=C2)C3=CC=CC=C3.Cl[Pd]Cl.[Fe+2] (Pd(dppf)Cl2). Solvent: O1CCOCC1.O (dioxane H2O). Reaction conditions: temperature 85 celsius. Product: C(C)C1OC2=C(C=C(C=C2CC1)NS(=O)(=O)C)C1=CN(C(C2=CC=CC=C12)=O)C (N-[2-ethyl-8-(2-methyl-1-oxoisoquinolin-4-yl)-3,4-dihydro-2H-chromen-6-yl]methanesulfonamide). Isolated yield 19.2%. RXN SMILES: Br[C:2]1[CH:3]=[C:4]([NH:14][S:15]([CH3:18])(=[O:17])=[O:16])[CH:5]=[C:6]2[C:11]=1[O:10][CH:9]([CH2:12][CH3:13])[CH2:8][CH2:7]2.[CH3:19][N:20]1[CH:29]=[C:28](B2OC(C)(C)C(C)(C)O2)[C:27]2[C:22](=[CH:23][CH:24]=[CH:25][CH:26]=2)[C:21]1=[O:39].C([O-])([O-])=O.[K+].[K+]>O1CCOCC1.O.C1C=CC(P(C2C=CC=CC=2)[C-]2C=CC=C2)=CC=1.C1C=CC(P(C2C=CC=CC=2)[C-]2C=CC=C2)=CC=1.Cl[Pd]Cl.[Fe+2]>[CH2:12]([CH:9]1[CH2:8][CH2:7][C:6]2[C:11](=[C:2]([C:28]3[C:27]4[C:22](=[CH:23][CH:24]=[CH:25][CH:26]=4)[C:21](=[O:39])[N:20]([CH3:19])[CH:29]=3)[CH:3]=[C:4]([NH:14][S:15]([CH3:18])(=[O:17])=[O:16])[CH:5]=2)[O:10]1)[CH3:13] |f:2.3.4,5.6,7.8.9.10|. Reported procedure: A mixture of the title compound from Step 6 (105 mg, 0.315 mmol), 2-methyl-4-(4,4,5,5-tetramethyl-1,3,2-dioxaborolan-2-yl)isoquinolin-1-one (108 mg, 0.379 mmol), K2CO3 (131 mg, 0.949 mmol) and Pd(dppf)Cl2 (23.1 mg, 0.032 mmol) in dioxane/H2O (10 mL/3 mL) was heated to 85° C. for 2 h. It was then filtered and extracted with EtOAc. The organic layer was concentrated under reduced pressure. The residue was purified by silica gel column chromatography (PE/EA 50:1 to 20:1 to 10:1) to give the title c... The reactants are CC(C)(C)OC(=O)Nc1ccn2cc(-c3ccccc3)nc2c1, ClCCl, O=C(O)C(F)(F)F. Yields the product Nc1ccn2cc(-c3ccccc3)nc2c1. As a reaction SMILES: [C:8]([O:9][C:10](=[O:11])[NH:14][c:15]1[cH:16][c:17]2[n:18]([cH:19][cH:20]1)[cH:21][c:22](-[c:24]1[cH:25][cH:26][cH:27][cH:28][cH:29]1)[n:23]2)([CH3:12])([CH3:13])[CH3:30].[Cl:31][CH2:32][Cl:33].[OH:1][C:2]([C:3]([F:4])([F:5])[F:6])=[O:7]>>[NH2:14][c:15]1[cH:16][c:17]2[n:18]([cH:19][cH:20]1)[cH:21][c:22](-[c:24]1[cH:25][cH:26][cH:27][cH:28][cH:29]1)[n:23]2. The reactants are BrC1=C(C=C(C=C1)O)F (4-bromo-3-fluorophenol), C([O-])([O-])=O.[K+].[K+] (potassium carbonate), CC(CC)=O (butanone), BrCCCCCCCCCC (1-Bromodecane), CC(CC)=O (butanone). The product is BrC1=C(C=C(C=C1)OCCCCCCCCCCCC)F (1-Bromo-4-dodecyloxy-2-fluorobenzene). RXN SMILES: Br[CH2:2][CH2:3][CH2:4][CH2:5][CH2:6][CH2:7][CH2:8][CH2:9][CH2:10][CH3:11].[Br:12][C:13]1[CH:18]=[CH:17][C:16]([OH:19])=[CH:15][C:14]=1[F:20].C(=O)([O-])[O-].[K+].[K+].[CH3:27][C:28](=O)CC>>[Br:12][C:13]1[CH:18]=[CH:17][C:16]([O:19][CH2:2][CH2:3][CH2:4][CH2:5][CH2:6][CH2:7][CH2:8][CH2:9][CH2:10][CH2:11][CH2:27][CH3:28])=[CH:15][C:14]=1[F:20] |f:2.3.4|. Procedure details: 1-Bromodecane (12.01 g, 48.2 mmol) in butanone (20 ml) was added dropwise to a stirred, refluxing mixture of 4-bromo-3-fluorophenol (1) (9.04 g, 47.4 mmol), potassium carbonate (10.12 g, 73.2 mmol) and butanone (100 ml). The resulting reaction mixture was refluxed for a further 20 hours. The cooled reaction mixture was then filtered to remove the excess potassium carbonate and precipitated potassium bromide. The filtrate was washed with 5% (v/v) sodium hydroxide (2×50 ml) then water (50 ml) and ...